From a dataset of the Open Reaction Database (ORD), a public repository of structured organic reaction records. describe an organic reaction: reactants, conditions, products, and yield Starting materials: CN1CCC(C(=O)c2cccc(N)c2)CC1, S=C=NCc1ccccc1. Product: CN1CCC(C(=O)c2cccc(NC(=S)NCc3ccccc3)c2)CC1. As a reaction SMILES: [NH2:1][c:2]1[cH:3][c:4]([C:5](=[O:6])[CH:7]2[CH2:8][CH2:9][N:10]([CH3:13])[CH2:11][CH2:12]2)[cH:14][cH:15][cH:16]1.[S:17]=[C:18]=[N:19][CH2:20][c:21]1[cH:22][cH:23][cH:24][cH:25][cH:26]1>>[NH:1]([c:2]1[cH:3][c:4]([C:5](=[O:6])[CH:7]2[CH2:8][CH2:9][N:10]([CH3:13])[CH2:11][CH2:12]2)[cH:14][cH:15][cH:16]1)[C:18](=[S:17])[NH:19][CH2:20][c:21]1[cH:22][cH:23][cH:24][cH:25][cH:26]1. Reactants: NC1CC1, CC1=CC=C(S(=O)(Cl)=O)C=C1. Reagents/catalysts: O=C([O-])O.[Na+] (NaHCO3). Solvent: O (water), OCCOCCOCCOCCOCCO (PEG400), CC(C)=O (acetone). Conditions: temperature 25 celsius, pressure 100 psi, time 20 minute. Yields the product Cc1ccc(S(=O)(=O)NC2CC2)cc1. Yield: 98.0%. Reactants: CC(C)(C)OC(=O)N1CCC(O)(c2cc3ccccc3[nH]c2=O)CC1, O=C(O)C(F)(F)F. The product is O=c1[nH]c2ccccc2cc1C1(O)CCNCC1. Reaction SMILES: [OH:1][C:2]1([c:15]2[c:16](=[O:25])[nH:17][c:18]3[cH:19][cH:20][cH:21][cH:22][c:23]3[cH:24]2)[CH2:3][CH2:4][N:5]([C:8]([O:9][C:10]([CH3:11])([CH3:12])[CH3:13])=[O:14])[CH2:6][CH2:7]1.[OH:26][C:27]([C:28]([F:29])([F:30])[F:31])=[O:32]>>[OH:1][C:2]1([c:15]2[c:16](=[O:25])[nH:17][c:18]3[cH:19][cH:20][cH:21][cH:22][c:23]3[cH:24]2)[CH2:3][CH2:4][NH:5][CH2:6][CH2:7]1. The product is CC1CN(C(=O)OC(C)(C)C)CCC1C(=O)N1CCC(N(C)C(=O)c2ccc(Cl)cc2)C(c2ccc(Cl)c(Cl)c2)C1. As a reaction SMILES: [C:27]([CH3:28])([CH3:29])([CH3:30])[O:31][C:32](=[O:33])[N:34]1[CH2:35][CH:36]([CH3:43])[CH:37]([C:40](=[O:41])[OH:42])[CH2:38][CH2:39]1.[Cl:2][c:3]1[cH:4][cH:5][c:6]([C:7](=[O:8])[N:9]([CH3:10])[CH:11]2[CH:12]([c:17]3[cH:18][c:19]([Cl:24])[c:20]([Cl:23])[cH:21][cH:22]3)[CH2:13][NH:14][CH2:15][CH2:16]2)[cH:25][cH:26]1.[ClH:1]>>[Cl:2][c:3]1[cH:4][cH:5][c:6]([C:7](=[O:8])[N:9]([CH3:10])[CH:11]2[CH:12]([c:17]3[cH:18][c:19]([Cl:24])[c:20]([Cl:23])[cH:21][cH:22]3)[CH2:13][N:14]([C:40]([CH:37]3[CH:36]([CH3:43])[CH2:35][N:34]([C:32]([O:31][C:27]([CH3:28])([CH3:29])[CH3:30])=[O:33])[CH2:39][CH2:38]3)=[O:41])[CH2:15][CH2:16]2)[cH:25][cH:26]1. Starting materials: CC1CN(C(=O)OC(C)(C)C)CCC1C(=O)O, CN(C(=O)c1ccc(Cl)cc1)C1CCNCC1c1ccc(Cl)c(Cl)c1, Cl.